Dataset: the Open Reaction Database (ORD), a public repository of structured organic reaction records. Task: describe an organic reaction: reactants, conditions, products, and yield The reactants are C1CCOC1, CCOC(=O)CNS(=O)(=O)c1cccc(C(=O)C(C(=O)c2cc(F)cc(F)c2)=C2Nc3ccccc3N2)c1, [Na+], [OH-]. The product is O=C(O)CNS(=O)(=O)c1cccc(C(=O)C(C(=O)c2cc(F)cc(F)c2)=C2Nc3ccccc3N2)c1. RXN SMILES: [CH2:41]1[O:42][CH2:43][CH2:44][CH2:45]1.[F:3][c:4]1[cH:5][c:6]([C:11]([C:12]([C:13](=[O:14])[c:15]2[cH:16][c:17]([S:21](=[O:22])(=[O:23])[NH:24][CH2:25][C:26](=[O:27])[O:28][CH2:29][CH3:30])[cH:18][cH:19][cH:20]2)=[C:31]2[NH:32][c:33]3[c:34]([cH:36][cH:37][cH:38][cH:39]3)[NH:35]2)=[O:40])[cH:7][c:8]([F:10])[cH:9]1.[Na+:2].[OH-:1]>>[F:3][c:4]1[cH:5][c:6]([C:11]([C:12]([C:13](=[O:14])[c:15]2[cH:16][c:17]([S:21](=[O:22])(=[O:23])[NH:24][CH2:25][C:26](=[O:27])[OH:28])[cH:18][cH:19][cH:20]2)=[C:31]2[NH:32][c:33]3[c:34]([cH:36][cH:37][cH:38][cH:39]3)[NH:35]2)=[O:40])[cH:7][c:8]([F:10])[cH:9]1. Starting materials: CCO, CC(C)(C)OC(=O)N1CC=C(c2ncc[nH]2)CC1. Product: CC(C)(C)OC(=O)N1CCC(c2ncc[nH]2)CC1. Reaction SMILES: [CH3:19][CH2:20][OH:21].[nH:1]1[c:2]([C:6]2=[CH:11][CH2:10][N:9]([C:12](=[O:13])[O:14][C:15]([CH3:16])([CH3:17])[CH3:18])[CH2:8][CH2:7]2)[n:3][cH:4][cH:5]1>>[nH:1]1[c:2]([CH:6]2[CH2:7][CH2:8][N:9]([C:12](=[O:13])[O:14][C:15]([CH3:16])([CH3:17])[CH3:18])[CH2:10][CH2:11]2)[n:3][cH:4][cH:5]1. As a reaction SMILES: [Cl:1][C:2]1[CH:16]=[CH:15][C:5]([CH2:6][N:7]2[CH:11]=[CH:10][CH:9]=[C:8]2[C:12]([OH:14])=O)=[CH:4][CH:3]=1.CCN(C(C)C)C(C)C.C(Cl)CCl.C1C=CC2N(O)N=NC=2C=1.[NH:40]1[CH2:45][CH2:44][CH:43]([C:46]([O:48][CH2:49][CH3:50])=[O:47])[CH2:42][CH2:41]1>CCOCC.CCOC(C)=O.CN(C=O)C>[Cl:1][C:2]1[CH:3]=[CH:4][C:5]([CH2:6][N:7]2[CH:11]=[CH:10][CH:9]=[C:8]2[C:12]([N:40]2[CH2:45][CH2:44][CH:43]([C:46]([O:48][CH2:49][CH3:50])=[O:47])[CH2:42][CH2:41]2)=[O:14])=[CH:15][CH:16]=1. Starting materials: ClC1=CC=C(CN2C(=CC=C2)C(=O)O)C=C1 (1-(4-chlorobenzyl)-1H-pyrrole-2-carboxylic acid), C=1C=CC2=C(C1)N=NN2O (HOBT), N1CCC(CC1)C(=O)OCC (ethyl piperidine-4-carboxylate), CCN(C(C)C)C(C)C (Hunig's Base), C(CCl)Cl (EDC). Reported procedure: The following was added sequentially to anhydrous DMF (6 mL): 1-(4-chlorobenzyl)-1H-pyrrole-2-carboxylic acid (175 mg, 0.743 mmol), Hunig's Base (389 μl, 2.228 mmol), EDC (157 mg, 0.817 mmol), HOBT (125 mg, 0.817 mmol), and finally ethyl piperidine-4-carboxylate (172 μl, 1.114 mmol). The reaction was allowed to stir at room temperature for 24 h. At this time, a 1:1 solution of EtOAc:Et2O (100 mL) was added and washed with 10% Na2CO3 (2×50 mL) and brine (1×50 mL). The organic solution was then dr... The yield is 75.8%. Run in CCOCC (Et2O), CCOC(=O)C (EtOAc), CN(C)C=O (DMF). Reaction conditions: time 24 hour. The product is ClC1=CC=C(CN2C(=CC=C2)C(=O)N2CCC(CC2)C(=O)OCC)C=C1 (Ethyl 1-(1-(4-chlorobenzyl)-1H-pyrrole-2-carbonyl)piperidine-4-carboxylate).